Dataset: the Open Reaction Database (ORD), a public repository of structured organic reaction records. Task: describe an organic reaction: reactants, conditions, products, and yield The reactants are NC1=C(C=O)C=C(C=C1C)C=1C=CC(=NC1)OC (2-Amino-5-(2-methoxypyrid-5-yl)-3-methylbenzaldehyde), Br (hydrobromic acid). Run in C(C)O (ethanol). Yields the product NC1=C(C=O)C=C(C=C1C)C=1C=CC(=NC1)O (2-Amino-3-methyl-5-(2-hydroxypyrid-5-yl)benzaldehyde). RXN SMILES: [NH2:1][C:2]1[C:9]([CH3:10])=[CH:8][C:7]([C:11]2[CH:12]=[CH:13][C:14]([O:17]C)=[N:15][CH:16]=2)=[CH:6][C:3]=1[CH:4]=[O:5].Br>C(O)C>[NH2:1][C:2]1[C:9]([CH3:10])=[CH:8][C:7]([C:11]2[CH:12]=[CH:13][C:14]([OH:17])=[N:15][CH:16]=2)=[CH:6][C:3]=1[CH:4]=[O:5]. Procedure details: 2-Amino-5-(2-methoxypyrid-5-yl)-3-methylbenzaldehyde (0.92g) was added to a stirred solution of hydrobromic acid (3 cm3 of a 60% w/w aqueous solution) in absolute ethanol (100 cm3) under nitrogen and the mixture was heated under reflux for 2 hours. The cooled solution was evaporated in vacuo, and the residue partitioned between 10% sodium carbonate solution (30 cm3) and dichloromethane (50 cm3). The organic phase was dried (MgSO4) and evaporated in vacuo to give a solid residue which was chromat... The reactants are CC(=O)N[C@@H]1[C@H]([C@H]([C@H](O[C@@H]1OP(=O)(O)OP(=O)(O)OC[C@@H]2[C@H]([C@H]([C@@H](O2)N3C=CC(=O)NC3=O)O)O)CO)O)O (UDP-GalNAc), Chondroitin, C(C(CO)(CO)N)O.Cl (Tris-HCl), CC(=O)N[C@@H]1[C@H]([C@H]([C@H](O[C@H]1O)OS(=O)(=O)O)O)O[C@H]2[C@@H]([C@H]([C@@H]([C@H](O2)C(=O)O)O)O)O (chondroitin sulfate C), MnCl2, (NH4)2 SO4, [Na+].[Cl-] (NaCl), hexasaccharide, [ 3H ], Peptide, C1=CN(C(=O)NC1=O)C2C(C(C(O2)COP(=O)(O)OP(=O)(O)OC3C(C(C(C(O3)C(=O)O)O)O)O)O)O (UDP-GlcUA), UDP-[3H]GalNAc. Solvent: C(CO)O (ethylene glycol), O (water), C(C)O (ethanol). Conditions: time 30 minute. Product: OC1[C@@H]([C@@H](O)[C@@H](O)[C@H](O1)CO)NC(=O)C (GalNAc). As a reaction SMILES: [CH3:1][C:2]([NH:4][C@H:5]1[C@@H:10]([O:11]P(OP(OC[C@H]2O[C@@H](N3C(=O)NC(=O)C=C3)[C@H](O)[C@@H]2O)(O)=O)(O)=O)[O:9][C@H:8]([CH2:36][OH:37])[C@H:7]([OH:38])[C@@H:6]1[OH:39])=[O:3].C1C(=O)NC(=O)N(C2OC(COP(OP(OC3OC(C(O)=O)C(O)C(O)C3O)(O)=O)(O)=O)C(O)C2O)C=1.C(O)C(N)(CO)CO.Cl.[Na+].[Cl-].CC(N[C@H]1[C@H](O)O[C@H](OS(O)(=O)=O)[C@H](O)[C@@H]1O[C@@H]1O[C@H](C(O)=O)[C@@H](O)[C@H](O)[C@H]1O)=O>O.C(O)C.C(O)CO>[OH:11][CH:10]1[O:9][C@H:8]([CH2:36][OH:37])[C@H:7]([OH:38])[C@H:6]([OH:39])[C@H:5]1[NH:4][C:2]([CH3:1])=[O:3] |f:2.3,4.5|. Reported procedure: The enzyme of the present invention (2 μg), hexasaccharide of shark cartilage chondroitin sulfate C, purified by degrading with testicular hyaluronidase, as the acceptor (70 pmol) and UDP-GalNAc (3 nmol), UDP-GlcUA (3 nmol) and UDP-[3H]GalNAc (0.1 nmol, 0.1 μCi) as the donors were added to 50 mM Tris-HCl (pH 7.2) containing 20 mM MnCl2, 0.1 M (NH4)2 SO4 and 1 M ethylene glycol, and the total volume was adjusted to 50 μl, and then the reaction was carried out at 30° C. for 30 minutes and the enzy... The reagents and catalysts are C=1C=CC(=CC1)[P](C=2C=CC=CC2)(C=3C=CC=CC3)[Pd]([P](C=4C=CC=CC4)(C=5C=CC=CC5)C=6C=CC=CC6)([P](C=7C=CC=CC7)(C=8C=CC=CC8)C=9C=CC=CC9)[P](C=1C=CC=CC1)(C=1C=CC=CC1)C=1C=CC=CC1 (tetrakis(triphenylphosphine)palladium(0)). The solvent is C1(=CC=CC=C1)C.C(C)O (toluene ethanol). Yields the product NC1=NC(=CC(=N1)NC1=CC(=C(C=C1)OC=1C=C2C=NNC2=CC1)F)C1=CC=CC=C1 (N-(2-Amino-6-phenyl-4-pyrimidinyl)-N-[3-fluoro-4-(1H-indazol-5-yloxy)phenyl]amine). Reactants: NC1=NC(=CC(=N1)NC1=CC(=C(C=C1)OC=1C=C2C=NNC2=CC1)F)Cl (N-[2-Amino-6-chloro-4-pyrimidinyl]-N-[3-fluoro-4-(1H-indazol-5-yloxy)phenyl]amine), C1(=CC=CC=C1)B(O)O (phenylboronic acid), C([O-])([O-])=O.[Na+].[Na+] (sodium carbonate). Procedure details: 50 mg (130 μmol) of N-[2-amino-6-chloro-4-pyrimidinyl]-N-[3-fluoro-4-(1H-indazol-5-yloxy)phenyl]amine (from example 8) are suspended in 3 ml of toluene/ethanol (2:1), and 4.68 mg of tetrakis(triphenylphosphine)palladium(0) are added. After addition of 19.7 mg (160 μmol) of phenylboronic acid and 0.50 ml of 2M aqueous sodium carbonate solution, the mixture is stirred at 100° C. overnight. The mixture is evaporated to dryness using a rotary evaporator and purified by preparative HPLC. Run at temperature 100 celsius, time 8 hour. Reaction SMILES: [NH2:1][C:2]1[N:7]=[C:6]([NH:8][C:9]2[CH:14]=[CH:13][C:12]([O:15][C:16]3[CH:17]=[C:18]4[C:22](=[CH:23][CH:24]=3)[NH:21][N:20]=[CH:19]4)=[C:11]([F:25])[CH:10]=2)[CH:5]=[C:4](Cl)[N:3]=1.[C:27]1(B(O)O)[CH:32]=[CH:31][CH:30]=[CH:29][CH:28]=1.C(=O)([O-])[O-].[Na+].[Na+]>C1(C)C=CC=CC=1.C(O)C.C1C=CC([P]([Pd]([P](C2C=CC=CC=2)(C2C=CC=CC=2)C2C=CC=CC=2)([P](C2C=CC=CC=2)(C2C=CC=CC=2)C2C=CC=CC=2)[P](C2C=CC=CC=2)(C2C=CC=CC=2)C2C=CC=CC=2)(C2C=CC=CC=2)C2C=CC=CC=2)=CC=1>[NH2:1][C:2]1[N:7]=[C:6]([NH:8][C:9]2[CH:14]=[CH:13][C:12]([O:15][C:16]3[CH:17]=[C:18]4[C:22](=[CH:23][CH:24]=3)[NH:21][N:20]=[CH:19]4)=[C:11]([F:25])[CH:10]=2)[CH:5]=[C:4]([C:27]2[CH:32]=[CH:31][CH:30]=[CH:29][CH:28]=2)[N:3]=1 |f:2.3.4,5.6,^1:55,57,76,95|. Reactants: NC=1N=CN(C1C(=O)N)CC1=CC(=CC=C1)Cl (4-amino-1-(3-chlorobenzyl)-5-imidazolecarboxamide), C(C)(C)(C)OC(=O)N(C)CC(=O)O (2-(N-t-butyloxycarbonyl-N-methylamino)acetic acid). Product: C(C)(C)(C)OC(=O)N(C)CC(=O)NC=1N=CN(C1C(=O)N)CC1=CC(=CC=C1)Cl (4-(2-(N-t-butyloxycarbonyl-N-methylamino)acetylamino)-1-(3-chlorobenzyl)-5-imidazolecarboxamide). Isolated yield 85.0%. Reaction SMILES: [NH2:1][C:2]1[N:3]=[CH:4][N:5]([CH2:10][C:11]2[CH:16]=[CH:15][CH:14]=[C:13]([Cl:17])[CH:12]=2)[C:6]=1[C:7]([NH2:9])=[O:8].[C:18]([O:22][C:23]([N:25]([CH2:27][C:28](O)=[O:29])[CH3:26])=[O:24])([CH3:21])([CH3:20])[CH3:19]>>[C:18]([O:22][C:23]([N:25]([CH2:27][C:28]([NH:1][C:2]1[N:3]=[CH:4][N:5]([CH2:10][C:11]2[CH:16]=[CH:15][CH:14]=[C:13]([Cl:17])[CH:12]=2)[C:6]=1[C:7]([NH2:9])=[O:8])=[O:29])[CH3:26])=[O:24])([CH3:21])([CH3:20])[CH3:19]. Procedure: An amidation reaction and post-treatment were carried out following the conditions of Example 17, using 1.13 g (4.50 mmol) of 4-amino-1-(3-chlorobenzyl)-5-imidazolecarboxamide prepared in the same manner as in Example 51 and 2-(N-t-butyloxycarbonyl-N-methylamino)acetic acid instead of 3-pyridylacetic acid hydrochloride to obtain 1.61 g of 4-(2-(N-t-butyloxycarbonyl-N-methylamino)acetylamino)-1-(3-chlorobenzyl)-5-imidazolecarboxamide (yield 85%). The reactants are Cc1ccc(C(=O)O)cc1, O, O=[N+]([O-])O, O=S(=O)(O)O. Product: Cc1ccc(C(=O)O)cc1[N+](=O)[O-]. As a reaction SMILES: [CH3:1][c:2]1[cH:3][cH:4][c:5]([C:8]([OH:9])=[O:10])[cH:6][cH:7]1.[OH2:15].[OH:11][N+:12]([O-:13])=[O:14].[S:16](=[O:17])(=[O:18])([OH:19])[OH:20]>>[CH3:1][c:2]1[c:3]([N+:12](=[O:11])[O-:13])[cH:4][c:5]([C:8]([OH:9])=[O:10])[cH:6][cH:7]1.